This data is from the Open Reaction Database (ORD), a public repository of structured organic reaction records. The task is: describe an organic reaction: reactants, conditions, products, and yield The reactants are O[Li].O (LiOH.H2O), O[Li].O (LiOH.H2O), O (H2O), C(C)(C)(C)OC(=O)N([C@H](C(=O)N[C@@H]1C(N(C2=C(OC1)C(=CC=C2)C(=O)OC)CC2=C(C=CC1=CC=CC=C21)OC)=O)C)C ((S)-methyl 3-((S)-2-(tert-butoxycarbonyl(methyl)amino)propanamido)-5-((2-methoxynaphthalen-1-yl)methyl)-4-oxo-2,3,4,5-tetrahydrobenzo[b][1,4]oxazepine-9-carboxylate). Run in CO (MeOH). Reaction conditions: temperature 50 celsius, time 2 hour. The product is C(C)(C)(C)OC(=O)N([C@H](C(=O)N[C@@H]1C(N(C2=C(OC1)C(=CC=C2)C(=O)O)CC2=C(C=CC1=CC=CC=C21)OC)=O)C)C ((S)-3-((S)-2-(tert-butoxycarbonyl(methyl)amino)propanamido)-5-((2-methoxynaphthalen-1-yl)methyl)-4-oxo-2,3,4,5-tetrahydrobenzo[b][1,4]oxazepine-9-carboxylic acid). Yield: 37.0%. Reaction SMILES: O[Li].O.O.[C:5]([O:9][C:10]([N:12]([CH3:47])[C@@H:13]([CH3:46])[C:14]([NH:16][C@H:17]1[CH2:23][O:22][C:21]2[C:24]([C:28]([O:30]C)=[O:29])=[CH:25][CH:26]=[CH:27][C:20]=2[N:19]([CH2:32][C:33]2[C:42]3[C:37](=[CH:38][CH:39]=[CH:40][CH:41]=3)[CH:36]=[CH:35][C:34]=2[O:43][CH3:44])[C:18]1=[O:45])=[O:15])=[O:11])([CH3:8])([CH3:7])[CH3:6]>CO>[C:5]([O:9][C:10]([N:12]([CH3:47])[C@@H:13]([CH3:46])[C:14]([NH:16][C@H:17]1[CH2:23][O:22][C:21]2[C:24]([C:28]([OH:30])=[O:29])=[CH:25][CH:26]=[CH:27][C:20]=2[N:19]([CH2:32][C:33]2[C:42]3[C:37](=[CH:38][CH:39]=[CH:40][CH:41]=3)[CH:36]=[CH:35][C:34]=2[O:43][CH3:44])[C:18]1=[O:45])=[O:15])=[O:11])([CH3:8])([CH3:7])[CH3:6] |f:0.1|. Procedure details: LiOH.H2O (9.1 mg, 217 μmol, Eq: 1.5) and H2O (1 mL) were added to a solution of (S)-methyl 3-((S)-2-(tert-butoxycarbonyl(methyl)amino)propanamido)-5-((2-methoxynaphthalen-1-yl)methyl)-4-oxo-2,3,4,5-tetrahydrobenzo[b][1,4]oxazepine-9-carboxylate (95 mg, 145 μmol, Eq: 1.00) in MeOH (4 mL). The mixture was heated to 50° C. After 2 h, LiOH.H2O (18 mg, 429 μmol, Eq: 2.95) was added and the temperature was increased to 60° C. After 4 h, the mixture was concentrated to a volume of approximately 1.5 mL.... Reaction conditions: temperature 90 celsius. Isolated yield 57.4%. Yields the product FC=1C=C2C(=CNC2=CC1)CCC(=O)O (5-Fluoroindole-3-propionic acid). Starting materials: FC=1C=C2C=CNC2=CC1 (5-fluoroindole), C(C=C)(=O)O (acrylic acid), C(C)(=O)OC(C)=O (acetic anhydride). RXN SMILES: [F:1][C:2]1[CH:3]=[C:4]2[C:8](=[CH:9][CH:10]=1)[NH:7][CH:6]=[CH:5]2.[C:11]([OH:15])(=[O:14])[CH:12]=[CH2:13].C(OC(=O)C)(=O)C>C(O)(=O)C>[F:1][C:2]1[CH:3]=[C:4]2[C:8](=[CH:9][CH:10]=1)[NH:7][CH:6]=[C:5]2[CH2:13][CH2:12][C:11]([OH:15])=[O:14]. Reported procedure: Thus, a solution of 5-fluoroindole (1.35 g, 0.010 mole) in 10 mL of acetic acid containing acrylic acid (1.5 mL, 0.022 mole) and acetic anhydride (1.9 mL, 0.02 mole) was heated (oil bath) at 90° C. under Ar for 5 days. The volatiles were then removed in vacuo and the residue was taken up in 3 N NaOH. Insoluble material was removed by filtration and the filtrate was acidified with conc. HCl and then extracted with CH2Cl2. The organic extract was dried (Na2SO4) and evaporated to give the product (... Run in C(C)(=O)O (acetic acid). Reactants: Cl.C(C)(C)(C)NN (t-butyl hydrazine hydrochloride), [OH-].[Na+] (sodium hydroxide), C1(=CC=CC=C1)CCC(C)=O (4-phenyl-2-butanone). Run in O (water). Yields the product C(C)(C)(C)NN=C(C)CCC1=CC=CC=C1 (4-Phenyl-2-butanone t-butyl hydrazone). The yield is 49.0%. Reaction SMILES: Cl.[C:2]([NH:6][NH2:7])([CH3:5])([CH3:4])[CH3:3].[OH-].[Na+].[C:10]1([CH2:16][CH2:17][C:18](=O)[CH3:19])[CH:15]=[CH:14][CH:13]=[CH:12][CH:11]=1>O>[C:2]([NH:6][N:7]=[C:18]([CH2:17][CH2:16][C:10]1[CH:15]=[CH:14][CH:13]=[CH:12][CH:11]=1)[CH3:19])([CH3:5])([CH3:4])[CH3:3] |f:0.1,2.3|. Procedure: A solution of 50.46 g t-butyl hydrazine hydrochloride and 32 g of 50 percent aqueous sodium hydroxide in 70 ml of water is stirred in an ice water bath. About 55 g of 4-phenyl-2-butanone is added with stirring. The reaction and isolation are continued as in Example (a). The title compound is isolated as a fraction distilled under 0.9 mm pressure at 110° C.-119° C. The yield is about 49 percent based upon the initial amount of 4-phenyl-2-butanone added. RXN SMILES: [CH3:17][I:18].[CH3:19][N:20]([CH3:21])[CH:22]=[O:23].[H-:2].[Na+:1].[OH:3][c:4]1[c:5]([CH:6]=[O:7])[c:8]([N+:14](=[O:15])[O-:16])[cH:9][cH:10][c:11]1[O:12][CH3:13]>>[O:3]([c:4]1[c:5]([CH:6]=[O:7])[c:8]([N+:14](=[O:15])[O-:16])[cH:9][cH:10][c:11]1[O:12][CH3:13])[CH3:17]. Reactants: CI, CN(C)C=O, [H-], [Na+], COc1ccc([N+](=O)[O-])c(C=O)c1O. Product: COc1ccc([N+](=O)[O-])c(C=O)c1OC. The solvent is C(C)(=O)OCC (ethyl acetate), CS(=O)C (DMSO). Starting materials: [Cl-].[NH4+] (ammonium chloride), C(CCCCCCCCCC)C=1NC2=CC=CC=C2C1 (2-undecyl-1H-indole), [OH-].[K+] (KOH), CC1(CC(OC(C1)=O)=O)C (4,4-dimethyl-dihydro-pyran-2,6-dione). RXN SMILES: [CH2:1]([C:12]1[NH:13][C:14]2[C:19]([CH:20]=1)=[CH:18][CH:17]=[CH:16][CH:15]=2)[CH2:2][CH2:3][CH2:4][CH2:5][CH2:6][CH2:7][CH2:8][CH2:9][CH2:10][CH3:11].[OH-].[K+].[CH3:23][C:24]1([CH3:32])[CH2:29][C:28](=[O:30])[O:27][C:26](=[O:31])[CH2:25]1.[Cl-].[NH4+]>CS(C)=O.C(OCC)(=O)C>[CH3:23][C:24]([CH3:32])([CH2:29][C:28](=[O:30])[N:13]1[C:14]2[C:19](=[CH:18][CH:17]=[CH:16][CH:15]=2)[CH:20]=[C:12]1[CH2:1][CH2:2][CH2:3][CH2:4][CH2:5][CH2:6][CH2:7][CH2:8][CH2:9][CH2:10][CH3:11])[CH2:25][C:26]([OH:31])=[O:27] |f:1.2,4.5|. Run at time 30 minute. Product: CC(CC(=O)O)(CC(N1C(=CC2=CC=CC=C12)CCCCCCCCCCC)=O)C (3,3-Dimethyl-5-oxo-5-(2-undecyl-indol-1-yl)-pentanoic acid). Procedure: To a solution of 2-undecyl-1H-indole in DMSO was added KOH at RT and was stirred for 30 minutes. Then to this mixture 4,4-dimethyl-dihydro-pyran-2,6-dione was added and stirred for 3 hours. The reaction mixture was treated with saturated ammonium chloride and ethyl acetate. The product was purified by column chromatography. Reactants: ClC=1C=C(C=CC1F)[N+](=O)[O-] (3-Chloro-4-fluoronitrobenzene), CNC1CCN(C1)C (N,N′-dimethyl-3-aminopyrrolidine). Solvent: C(C)(=O)OCC (ethyl acetate). Run at time 24 hour. The product is ClC1=C(C=CC(=C1)[N+](=O)[O-])N(C1CN(CC1)C)C ((2-Chloro-4nitro-phenyl)-methyl-(1-methyl-pyrrolidin-3-yl)-amine). RXN SMILES: [Cl:1][C:2]1[CH:3]=[C:4]([N+:9]([O-:11])=[O:10])[CH:5]=[CH:6][C:7]=1F.[CH3:12][NH:13][CH:14]1[CH2:18][N:17]([CH3:19])[CH2:16][CH2:15]1>C(OCC)(=O)C>[Cl:1][C:2]1[CH:3]=[C:4]([N+:9]([O-:11])=[O:10])[CH:5]=[CH:6][C:7]=1[N:13]([CH3:12])[CH:14]1[CH2:15][CH2:16][N:17]([CH3:19])[CH2:18]1. Procedure details: 3-Chloro-4-fluoronitrobenzene (1.0 g) and N,N′-dimethyl-3-aminopyrrolidine (1.72 g) are combined and stirred for approximately 24 hours. The mixture is then diluted with ethyl acetate, washed twice with water and once with saturated sodium chloride, and dried over anhydrous sodium sulfate. After removal of the solvent under reduced pressure the residue is chromatographed over silica gel (pure ethyl acetate followed by pure methanol is used as the eluants) to provide the desired product as a yell...